From a dataset of the Open Reaction Database (ORD), a public repository of structured organic reaction records. describe an organic reaction: reactants, conditions, products, and yield Reactants: COC(CN1C(N(C2=C1C(=CC(=C2)C)C)CC(=O)O)=O)=O ([3-(2-methoxy-2-oxoethyl)-4,6-dimethyl-2-oxo-2,3-dihydro-1H-benzimidazol-1-yl]acetic acid), COC(CN1C(N(C2=C1C(=CC(=C2)C)C)CC(=O)O)=O)=O ([3-(2-methoxy-2-oxoethyl)-4,6-dimethyl-2-oxo-2,3-dihydro-1H-benzimidazol-1-yl]acetic acid), Cl.CNC (N,N-dimethylamine hydrochloride), C(CCl)Cl (EDC), C=1C=CC2=C(C1)N=NN2O (HOBT), C(C)(C)N(C(C)C)CC (N, N-diisopropylethylamine). The solvent is CN(C)C=O (DMF). The product is CN(C(CN1C(N(C2=C1C=C(C=C2C)C)CC(=O)OC)=O)=O)C (Methyl {3-[2-(dimethylamino)-2-oxoethyl]-5,7-dimethyl-2-oxo-2,3-dihydro-1H-benzimidazol-1-yl}acetate). As a reaction SMILES: [CH3:1][O:2][C:3](=[O:21])[CH2:4][N:5]1[C:9]2[C:10]([CH3:15])=[CH:11][C:12]([CH3:14])=[CH:13][C:8]=2[N:7]([CH2:16][C:17]([OH:19])=O)[C:6]1=[O:20].Cl.[CH3:23][NH:24][CH3:25].C(Cl)CCl.C1C=CC2N(O)N=NC=2C=1.C(N(CC)C(C)C)(C)C>CN(C=O)C>[CH3:23][N:24]([CH3:25])[C:17](=[O:19])[CH2:16][N:7]1[C:8]2[CH:13]=[C:12]([CH3:14])[CH:11]=[C:10]([CH3:15])[C:9]=2[N:5]([CH2:4][C:3]([O:2][CH3:1])=[O:21])[C:6]1=[O:20] |f:1.2|. Reported procedure: A solution of [3-(2-methoxy-2-oxoethyl)-4,6-dimethyl-2-oxo-2,3-dihydro-1H-benzimidazol-1-yl]acetic acid (Intermediate 9) (305 mg, 1.04 mmol), N,N-dimethylamine hydrochloride (128 mg, 1.60 mmol), EDC (300 mg, 1.60 mmol), HOBT (240 mg, 1.60 mmol), and N, N-diisopropylethylamine (0.909 mL, 5.20 mmol) were stirred for 16 h at ambient temperature in DMF (3 mL). The mixture was partitioned between CH2Cl2 (10 mL) and saturated NaHCO3 (10 mL) and the organic layer was dried over Na2SO4, filtered, and co... The reactants are O1C=CC2=C1C(=CC=C2)C2CN(CCC1=C2C=C(C(=C1)Cl)O)C ((+)-5-(benzofuran-7-yl)-8-chloro-7-hydroxy-3-methyl-2,3,4,5-tetrahydro-1H-3-benzazepine), [OH-].[Na+] (sodium hydroxide). Reagents/catalysts: [Pd] (palladium-on-carbon). Solvent: O (water). Conditions: temperature 20 celsius, time 5 day. Product: O1CCC2=C1C(=CC=C2)C2CN(CCC1=C2C=C(C=C1)O)C ((+)-5-(2,3-dihydrobenzofuran-7-yl)-7-hydroxy-3-methyl-2,3,4,5-tetrahydro-1H-3-benzazepine). RXN SMILES: [O:1]1[C:5]2[C:6]([CH:10]3[C:16]4[CH:17]=[C:18]([OH:22])[C:19](Cl)=[CH:20][C:15]=4[CH2:14][CH2:13][N:12]([CH3:23])[CH2:11]3)=[CH:7][CH:8]=[CH:9][C:4]=2[CH:3]=[CH:2]1.[OH-].[Na+]>O.[Pd]>[O:1]1[C:5]2[C:6]([CH:10]3[C:16]4[CH:17]=[C:18]([OH:22])[CH:19]=[CH:20][C:15]=4[CH2:14][CH2:13][N:12]([CH3:23])[CH2:11]3)=[CH:7][CH:8]=[CH:9][C:4]=2[CH2:3][CH2:2]1 |f:1.2|. Procedure: 6.55 g, (0.020 mol) (+)-5-(benzofuran-7-yl)-8-chloro-7-hydroxy-3-methyl-2,3,4,5-tetrahydro-1H-3-benzazepine was dissolved in 1.0 N sodium hydroxide (100 ml, 0.100 mol) and water (100 ml). 10% palladium-on-carbon (3.0 g) was added, and the resulting suspension was stirred under hydrogen at 20° C. and 100 kPa for 5 days. The reaction mixture was filtered and the filtercake was thoroughly washed with 0.3 N hydrochloric acid (70 ml) and methanol (135 ml). The pH of the combined filtrate and washings... The reactants are C(=O)(O)[O-].[Na+] (NaHCO3), [N+](=O)([O-])C1=CC=C(CO)C=C1 (4-nitrobenzylalcohol), O1CCCC=C1 (3,4-dihydropyran). The reagents and catalysts are C12(C(=O)CC(CC1)C2(C)C)CS(=O)(=O)O (CSA). Run in C(C)(=O)OCC (ethyl acetate). Yields the product O1C(CCCC1)OCC1=CC=C(C=C1)[N+](=O)[O-] (4-(2-tetrahydro-pyranyloxymethyl)nitrobenzene). Yield: 96.3%. RXN SMILES: [N+:1]([C:4]1[CH:11]=[CH:10][C:7]([CH2:8][OH:9])=[CH:6][CH:5]=1)([O-:3])=[O:2].[O:12]1[CH:17]=[CH:16][CH2:15][CH2:14][CH2:13]1.C([O-])(O)=O.[Na+]>C(OCC)(=O)C.C12(CS(O)(=O)=O)C(C)(C)C(CC1)CC2=O>[O:12]1[CH2:17][CH2:16][CH2:15][CH2:14][CH:13]1[O:9][CH2:8][C:7]1[CH:6]=[CH:5][C:4]([N+:1]([O-:3])=[O:2])=[CH:11][CH:10]=1 |f:2.3|. Procedure details: To a solution of 4-nitrobenzylalcohol (50 g, 0.326 mol) in ethyl acetate (EtOAc) (200 ml) were added 3,4-dihydropyran (35.7 ml, 0.392 mol) and CSA (camphor sulfonic acid) (379 mg, 1.63 mmol) under stirring at room temperature, and the mixture was stirred at room temperature for 1 hour. After the reaction completed, the reaction mixture was neutralized with saturated NaHCO3 solution and separated ethyl acetate layer was dried with MgSO4 and concentrated under reduced pressure. The residue was pur... The yield is 57.2%. RXN SMILES: C([O:3][CH:4](OCC)[CH2:5][CH2:6][C:7]1[CH:16]=[N:15][C:10]2=[N:11][CH:12]=[CH:13][N:14]=[C:9]2[CH:8]=1)C.FC(F)(F)C(O)=O>C(Cl)Cl>[N:14]1[CH:13]=[CH:12][N:11]=[C:10]2[N:15]=[CH:16][C:7]([CH2:6][CH2:5][CH:4]=[O:3])=[CH:8][C:9]=12. Conditions: time 30 minute. The reactants are C(C)OC(CCC1=CC=2C(=NC=CN2)N=C1)OCC (7-(3,3-diethoxypropyl)-pyrido[2,3-b]pyrazine), FC(C(=O)O)(F)F (trifluoroacetic acid). Yields the product N1=C2C(=NC=C1)N=CC(=C2)CCC=O (3-pyrido[2,3-b]pyrazin-7-yl-propionaldehyde). Run in C(Cl)Cl (methylene chloride). Procedure details: To a solution of 7-(3,3-diethoxypropyl)-pyrido[2,3-b]pyrazine (522 mg in 20 mL chloroform) at 0° C. was added 20 mL of 50% aqueous trifluoroacetic acid and the mixture allowed to warm slowly to room temperature. After 30 minutes, the mixture was diluted with methylene chloride and the reaction quenched by the cautious addition of saturated sodium bicarbonate. The organics were concentrated in vacuo and purified by flash chromatography on silica gel (ethyl acetate:hexane, 1:1; then methylene chlo... Starting materials: CC(C)(C)c1cc(CNc2cccnc2Cl)cc(C(C)(C)C)c1O, Cc1ccc(S(=O)(=O)Cl)cc1. Product: Cc1ccc(S(=O)(=O)N(Cc2cc(C(C)(C)C)c(O)c(C(C)(C)C)c2)c2cccnc2Cl)cc1. As a reaction SMILES: [C:1]([CH3:2])([CH3:3])([CH3:4])[c:5]1[c:6]([OH:24])[c:7]([C:20]([CH3:21])([CH3:22])[CH3:23])[cH:8][c:9]([CH2:11][NH:12][c:13]2[c:14]([Cl:19])[n:15][cH:16][cH:17][cH:18]2)[cH:10]1.[c:25]1([CH3:35])[cH:26][cH:27][c:28]([S:31](=[O:32])(=[O:33])[Cl:34])[cH:29][cH:30]1>>[C:1]([CH3:2])([CH3:3])([CH3:4])[c:5]1[c:6]([OH:24])[c:7]([C:20]([CH3:21])([CH3:22])[CH3:23])[cH:8][c:9]([CH2:11][N:12]([c:13]2[c:14]([Cl:19])[n:15][cH:16][cH:17][cH:18]2)[S:31]([c:28]2[cH:27][cH:26][c:25]([CH3:35])[cH:30][cH:29]2)(=[O:32])=[O:33])[cH:10]1. Starting materials: TsOH monohydrate, C1(CCCCC1)C=1C=2C=CC(=CC2N2CC3(COC4=C(C21)C=CC=C4)COC(OC3)(C)C)C(=O)OC (methyl 14′-cyclohexyl-2,2-dimethylspiro[1,3-dioxane-5,7′-indolo[1,2-e][1,5]benzoxazocine]-11′-carboxylate), CCN(C(C)C)C(C)C (DIPEA), S(=O)(=O)(C(F)(F)F)OS(=O)(=O)C(F)(F)F (Triflic anhydride), CCN(C(C)C)C(C)C (DIPEA), C(C)N(CCN)CC (N,N-diethylethane-1,2-diamine). Run in CO.C1CCOC1 (MeOH THF), CC#N (MeCN). Reaction conditions: time 6 hour. Product: C1(CCCCC1)C=1C=2C=CC(=CC2N2CC3(COC4=C(C21)C=CC=C4)CN(C3)CCN(CC)CC)C(=O)O (14′-cyclohexyl-1-[2-(diethylamino)ethyl]spiro[azetidine-3,7′-indolo[1,2-e][1,5]benzoxazocine]-11′-carboxylic acid). Yield: 25.0%. As a reaction SMILES: [CH:1]1([C:7]2[C:8]3[CH:9]=[CH:10][C:11]([C:33]([O:35]C)=[O:34])=[CH:12][C:13]=3[N:14]3[C:21]=2[C:20]2[CH:22]=[CH:23][CH:24]=[CH:25][C:19]=2[O:18][CH2:17][C:16]2([CH2:30]OC(C)(C)O[CH2:26]2)[CH2:15]3)[CH2:6][CH2:5][CH2:4][CH2:3][CH2:2]1.S(OS(C(F)(F)F)(=O)=O)(C(F)(F)F)(=O)=O.CCN(C(C)C)C(C)C.[CH2:61]([N:63]([CH2:67][CH3:68])[CH2:64][CH2:65][NH2:66])[CH3:62]>CO.C1COCC1.CC#N>[CH:1]1([C:7]2[C:8]3[CH:9]=[CH:10][C:11]([C:33]([OH:35])=[O:34])=[CH:12][C:13]=3[N:14]3[C:21]=2[C:20]2[CH:22]=[CH:23][CH:24]=[CH:25][C:19]=2[O:18][CH2:17][C:16]2([CH2:30][N:66]([CH2:65][CH2:64][N:63]([CH2:67][CH3:68])[CH2:61][CH3:62])[CH2:26]2)[CH2:15]3)[CH2:6][CH2:5][CH2:4][CH2:3][CH2:2]1 |f:4.5|. Procedure details: TsOH monohydrate (1 eq.) was added to a suspension of methyl 14′-cyclohexyl-2,2-dimethylspiro[1,3-dioxane-5,7′-indolo[1,2-e][1,5]benzoxazocine]-11′-carboxylate (Example 2, Step 3) in MeOH/THF 1:3 (0.03 M), and the solution was stirred at RT for 6 h. Filtration on a pad of neutral alumina using EtOAc as eluent afforded after evaporation of the solvent in vacuo, methyl 14-cyclohexyl-7,7-bis(hydroxymethyl)-7,8-dihydro-6H-indolo[1,2-e][1,5]benzoxazocine-11-carboxylate (91%). Triflic anhydride (3.5 e...